Dataset: the Open Reaction Database (ORD), a public repository of structured organic reaction records. Task: describe an organic reaction: reactants, conditions, products, and yield Product: COC(=O)Cn1nc(-c2ccnc(Br)c2)c2cc(OC)c(OC)cc2c1=O. Reaction SMILES: [Br:1][c:2]1[n:3][cH:4][cH:5][c:6](-[c:8]2[n:9][nH:10][c:11](=[O:22])[c:12]3[cH:13][c:14]([O:20][CH3:21])[c:15]([O:18][CH3:19])[cH:16][c:17]23)[cH:7]1.[Br:25][CH2:26][C:27](=[O:28])[O:29][CH3:30].[CH3:32][N:33]([CH3:34])[CH:35]=[O:36].[H-:23].[Na+:24].[OH2:31]>>[Br:1][c:2]1[n:3][cH:4][cH:5][c:6](-[c:8]2[n:9][n:10]([CH2:26][C:27](=[O:28])[O:29][CH3:30])[c:11](=[O:22])[c:12]3[cH:13][c:14]([O:20][CH3:21])[c:15]([O:18][CH3:19])[cH:16][c:17]23)[cH:7]1. Reactants: COc1cc2c(-c3ccnc(Br)c3)n[nH]c(=O)c2cc1OC, COC(=O)CBr, CN(C)C=O, [H-], [Na+], O. Starting materials: O (water), [O-]Cl=O.[Na+] (NaClO2), NaH2PO4, C(C1=CC=CC=C1)OCC(=O)N1C=C(C2=CC=CC=C12)C=O (1-(2-benzyloxy-acetyl)-1H-indole-3-carbaldehyde), CC(C)=CC (2-methyl-2-butene). The solvent is C1CCOC1 (THF), C(C)(C)(C)O (t-butanol), C1CCOC1 (THF). Reaction conditions: time 2 hour. Product: C(C1=CC=CC=C1)OCC(=O)N1C=C(C2=CC=CC=C12)C(=O)O (1-(2-Benzyloxy-acetyl)-1H-indole-3-carboxylic acid). RXN SMILES: [CH2:1]([O:8][CH2:9][C:10]([N:12]1[C:20]2[C:15](=[CH:16][CH:17]=[CH:18][CH:19]=2)[C:14]([CH:21]=[O:22])=[CH:13]1)=[O:11])[C:2]1[CH:7]=[CH:6][CH:5]=[CH:4][CH:3]=1.CC(=CC)C.O.[O-:29]Cl=O.[Na+]>C1COCC1.C(O)(C)(C)C>[CH2:1]([O:8][CH2:9][C:10]([N:12]1[C:20]2[C:15](=[CH:16][CH:17]=[CH:18][CH:19]=2)[C:14]([C:21]([OH:29])=[O:22])=[CH:13]1)=[O:11])[C:2]1[CH:3]=[CH:4][CH:5]=[CH:6][CH:7]=1 |f:3.4|. Procedure details: To a solution of 1-(2-benzyloxy-acetyl)-1H-indole-3-carbaldehyde (1.53 g, 5.22 mmol) in a mixture of THF (80 mL) and t-butanol (24 mL). A 2 M 2-methyl-2-butene solution in THF (104 mL, 209 mmol) was added, followed by a water (20 mL) solution of NaClO2 (80%, 5.9 g, 52.2 mmol) and NaH2PO4 (5 g, 41.7 mmol). The resulting yellow solution was stirred at RT for 2 h. The solvents were concentrated and the aqueous layer was filtered and the resulting precipitate was washed with Et2O to give the desired... The reactants are O=C([O-])[O-], CC#N, Fc1ccc(CCl)cc1, [K+], [K+], c1cc2c(cc1N1CCNCC1)OCCO2. Product: Fc1ccc(CN2CCN(c3ccc4c(c3)OCCO4)CC2)cc1. Reaction SMILES: [C:17](=[O:18])([O-:19])[O-:20].[CH3:32][C:33]#[N:34].[F:23][c:24]1[cH:25][cH:26][c:27]([CH2:28][Cl:29])[cH:30][cH:31]1.[K+:21].[K+:22].[O:1]1[CH2:2][CH2:3][O:4][c:5]2[c:6]1[cH:7][cH:8][c:9]([N:11]1[CH2:12][CH2:13][NH:14][CH2:15][CH2:16]1)[cH:10]2>>[O:1]1[CH2:2][CH2:3][O:4][c:5]2[c:6]1[cH:7][cH:8][c:9]([N:11]1[CH2:12][CH2:13][N:14]([CH2:28][c:27]3[cH:26][cH:25][c:24]([F:23])[cH:31][cH:30]3)[CH2:15][CH2:16]1)[cH:10]2. Starting materials: NC=1C=C(C=CC1)B(O)O ((3-Aminophenyl)boronic acid), BrC=1N=CN(C1)C(C1=CC=CC=C1)(C1=CC=CC=C1)C1=CC=CC=C1 (4-bromo-1-trityl-1H-imidazole), F[B-](F)(F)F.C(C)(C)(C)[PH+](C(C)(C)C)C(C)(C)C (tri-t-butylphosphonium tetrafluoroborate), [F-].[K+] (KF), Tris-(dibenzylideneacetone)dipalladium(0). Solvent: C1CCOC1 (THF). Run at temperature 60 celsius. Product: C(C1=CC=CC=C1)(C1=CC=CC=C1)(C1=CC=CC=C1)N1C=NC(=C1)C=1C=C(N)C=CC1 (3-(1-Trityl-1H-imidazol-4-yl)aniline). The yield is 37.5%. As a reaction SMILES: [NH2:1][C:2]1[CH:3]=[C:4](B(O)O)[CH:5]=[CH:6][CH:7]=1.Br[C:12]1[N:13]=[CH:14][N:15]([C:17]([C:30]2[CH:35]=[CH:34][CH:33]=[CH:32][CH:31]=2)([C:24]2[CH:29]=[CH:28][CH:27]=[CH:26][CH:25]=2)[C:18]2[CH:23]=[CH:22][CH:21]=[CH:20][CH:19]=2)[CH:16]=1.F[B-](F)(F)F.C([PH+](C(C)(C)C)C(C)(C)C)(C)(C)C.[F-].[K+]>C1COCC1>[C:17]([N:15]1[CH:16]=[C:12]([C:4]2[CH:3]=[C:2]([CH:7]=[CH:6][CH:5]=2)[NH2:1])[N:13]=[CH:14]1)([C:24]1[CH:25]=[CH:26][CH:27]=[CH:28][CH:29]=1)([C:30]1[CH:35]=[CH:34][CH:33]=[CH:32][CH:31]=1)[C:18]1[CH:23]=[CH:22][CH:21]=[CH:20][CH:19]=1 |f:2.3,4.5|. Procedure: (3-Aminophenyl)boronic acid (1.0 g, 7.3 mmol), 4-bromo-1-trityl-1H-imidazole (2.8 g, 7.3 mmol), tri-t-butylphosphonium tetrafluoroborate (424 mg, 1.5 mmol) and KF (1.4 g, 24.1 mmol) are added into dry THF (20 mL) and argon is bubbled through the mixture for 10 min. Tris-(dibenzylideneacetone)dipalladium(0) (669 mg, 0.7 mmol) is added and the reaction mixture is sealed and heated at 60° C. for 16 hrs. The solid is filtered and the filtrate is diluted with EtOAc (250 mL). The solution is washed wi... Reactants: C(C)(C)(C)OC(N[C@H]1C[C@H]([C@H](CC1)NC(=O)OCC1=CC=CC=C1)COC)=O ((1R,3R,4S)-(4-benzyloxycarbonylamino-3-methoxymethylcyclohexyl)carbamic acid tert-butyl ester), resultant solution. Reagents/catalysts: [OH-].[OH-].[Pd+2] (Pd(OH)2/C). The solvent is CO (MeOH). Reaction conditions: time 3 hour. Yields the product C(C)(C)(C)OC(N[C@H]1C[C@H]([C@H](CC1)N)COC)=O ((1R,3R,4S)-(4-amino-3-methoxymethyl-cyclohexyl)-carbamic acid tert-butyl ester). The yield is 99.8%. Reaction SMILES: [C:1]([O:5][C:6](=[O:28])[NH:7][C@@H:8]1[CH2:13][CH2:12][C@H:11]([NH:14]C(OCC2C=CC=CC=2)=O)[C@H:10]([CH2:25][O:26][CH3:27])[CH2:9]1)([CH3:4])([CH3:3])[CH3:2]>CO.[OH-].[OH-].[Pd+2]>[C:1]([O:5][C:6](=[O:28])[NH:7][C@@H:8]1[CH2:13][CH2:12][C@H:11]([NH2:14])[C@H:10]([CH2:25][O:26][CH3:27])[CH2:9]1)([CH3:4])([CH3:3])[CH3:2] |f:2.3.4|. Procedure: A solution of (1R,3R,4S)-(4-benzyloxycarbonylamino-3-methoxymethylcyclohexyl)carbamic acid tert-butyl ester (1.24 g) was dissolved in MeOH (20 mL) and the resultant solution was charged with 20 wt % Pd(OH)2/C (300 mg) before being evacuated and purged with hydrogen. The reaction was stirred under 1 atm of H2 for 3 h and then filtered through celite with EtOAc washings. The filtrate was concentrated in vacuo to provide (1R,3R,4S)-(4-amino-3-methoxymethyl-cyclohexyl)-carbamic acid tert-butyl ester... Reactants: IC=1C=NN2C1C=C(C=C2C(F)(F)F)C2=CC=C(C=C2)C(F)(F)F (3-iodo-7-trifluoromethyl-5-(4-trifluoromethyl-phenyl)-pyrazolo[1,5-a]pyridine), C(#C)C=1C=CC(=NC1)N (5-ethynyl-pyridin-2-ylamine). Yields the product FC(C1=CC(=CC=2N1N=CC2C#CC=2C=CC(=NC2)N)C2=CC=C(C=C2)C(F)(F)F)(F)F (5-[7-Trifluoromethyl-5-(4-trifluoromethyl-phenyl)-pyrazolo[1,5-a]pyridin-3-ylethynyl]-pyridin-2-ylamine), solid. Yield: 78.0%. RXN SMILES: I[C:2]1[CH:3]=[N:4][N:5]2[C:10]([C:11]([F:14])([F:13])[F:12])=[CH:9][C:8]([C:15]3[CH:20]=[CH:19][C:18]([C:21]([F:24])([F:23])[F:22])=[CH:17][CH:16]=3)=[CH:7][C:6]=12.[C:25]([C:27]1[CH:28]=[CH:29][C:30]([NH2:33])=[N:31][CH:32]=1)#[CH:26]>>[F:14][C:11]([F:12])([F:13])[C:10]1[N:5]2[N:4]=[CH:3][C:2]([C:26]#[C:25][C:27]3[CH:28]=[CH:29][C:30]([NH2:33])=[N:31][CH:32]=3)=[C:6]2[CH:7]=[C:8]([C:15]2[CH:16]=[CH:17][C:18]([C:21]([F:22])([F:23])[F:24])=[CH:19][CH:20]=2)[CH:9]=1. Procedure: The title compound was prepared from 3-iodo-7-trifluoromethyl-5-(4-trifluoromethyl-phenyl)-pyrazolo[1,5-a]pyridine (example C.22 step 9) (300 mg, 0.7 mmol) and 5-ethynyl-pyridin-2-ylamine (example D.1) (93 mg, 0.8 mmol) according to general procedure II. Obtained as a yellow solid (230 mg, 78%). MS (ISP) 447.2 [(M+H)+]; mp 243-245° C.